From a dataset of the Open Reaction Database (ORD), a public repository of structured organic reaction records. describe an organic reaction: reactants, conditions, products, and yield Starting materials: C(C)(=O)NC1=C(C=CC(=C1)SCC(C)C)NC(NC(=O)OC)=NC(OC)=O ([[2-(acetylamino)-4-[(2-methylpropyl)thio]phenyl]amino][(methoxycarbonyl)amino]methylene carbamic acid, methyl ester), ClC=1C=C(C(=O)OO)C=CC1 (m-chloroperoxybenzoic acid). The solvent is C(Cl)(Cl)Cl (chloroform), C(Cl)(Cl)Cl (chloroform). Run at time 3 hour. Yields the product C(C)(=O)NC1=C(C=CC(=C1)S(=O)CC(C)C)NC(NC(=O)OC)=NC(OC)=O ([[[2-(Acetylamino)-4-[(2-methylpropyl)sulfinyl]phenyl]amino][(methoxycarbonyl)amino]methylene]carbamic acid, methyl ester). Reaction SMILES: [C:1]([NH:4][C:5]1[CH:10]=[C:9]([S:11][CH2:12][CH:13]([CH3:15])[CH3:14])[CH:8]=[CH:7][C:6]=1[NH:16][C:17](=[N:23][C:24](=[O:27])[O:25][CH3:26])[NH:18][C:19]([O:21][CH3:22])=[O:20])(=[O:3])[CH3:2].ClC1C=C(C=CC=1)C(OO)=[O:33]>C(Cl)(Cl)Cl>[C:1]([NH:4][C:5]1[CH:10]=[C:9]([S:11]([CH2:12][CH:13]([CH3:15])[CH3:14])=[O:33])[CH:8]=[CH:7][C:6]=1[NH:16][C:17](=[N:18][C:19](=[O:20])[O:21][CH3:22])[NH:23][C:24]([O:25][CH3:26])=[O:27])(=[O:3])[CH3:2]. Reported procedure: To a solution of 3.9 g (0.01 mole) of [[[2-(acetylamino)-4-[(2-methylpropyl)thio]phenyl]amino][(methoxycarbonyl)amino]methylene carbamic acid, methyl ester in 250 ml of chloroform there is added 2.0 g (0.01 mole of 85% m-chloroperoxybenzoic acid in 10 ml of chloroform with ice bath cooling. The reaction mixture is allowed to warm to room temperature and then stirred for 3 hours. The reaction mixture is washed with aqueous potassium carbonate and then with water until the pH is 7. The organic lay...